The task is: describe an organic reaction: reactants, conditions, products, and yield. This data is from the Open Reaction Database (ORD), a public repository of structured organic reaction records. The reactants are O (water), OC1=C(C(N(C2=NC=CC=C12)C1=CC=CC=C1)=O)CCCO (4-hydroxy-3-(3-hydroxypropyl)-1-phenyl-1,8-naphthyridin-2(1H)-one), C(C)(=O)[O-].[K+] (potassium acetate). The solvent is Br (HBr). Run at temperature 90 celsius. Yields the product C1(=CC=CC=C1)N1C(C2=C(C=3C=CC=NC13)OCCC2)=O (6-Phenyl-2,3,4,6-tetrahydro-pyrano[3,2-c][1,8]naphthyridin-5-one). RXN SMILES: [OH:1][C:2]1[C:11]2[C:6](=[N:7][CH:8]=[CH:9][CH:10]=2)[N:5]([C:12]2[CH:17]=[CH:16][CH:15]=[CH:14][CH:13]=2)[C:4](=[O:18])[C:3]=1[CH2:19][CH2:20][CH2:21]O.O.C([O-])(=O)C.[K+]>Br>[C:12]1([N:5]2[C:6]3[N:7]=[CH:8][CH:9]=[CH:10][C:11]=3[C:2]3[O:1][CH2:21][CH2:20][CH2:19][C:3]=3[C:4]2=[O:18])[CH:17]=[CH:16][CH:15]=[CH:14][CH:13]=1 |f:2.3|. Procedure: A suspension of 4-hydroxy-3-(3-hydroxypropyl)-1-phenyl-1,8-naphthyridin-2(1H)-one (5.67 g.) in 47% HBr (50 ml.) was stirred in an atmosphere of nitrogen and was heated to 90° C. for 5 hrs. After cooling, the product was poured into water, and the pH was adjusted to 4.5 with potassium acetate. Chromatographic purification of the product on silica gel eluting with CH2Cl2 : 5% ether and subsequent recrystallization of the product from the relevant fractions yielded the product, m.p. 253°-255° C. The reactants are ClC1=C(C(=NC=N1)NCC(C)(C)C)N (6-chloro-5-amino-4-(neopentylamino)pyrimidine), N1=CC=CC=C1 (pyridine), C(C)(=O)OCC(=O)Cl (acetoxyacetyl chloride). Run in C(C)OCC (diethyl ether). Yields the product ClC1=C(C(=NC(=N1)N)NCC(C)(C)C)C(COC(C)=O)=O (6-chloro-5-acetoxyacetyl-amino-4-neopentylaminopyrimidine). As a reaction SMILES: [Cl:1][C:2]1[N:7]=[CH:6][N:5]=[C:4]([NH:8][CH2:9][C:10]([CH3:13])([CH3:12])[CH3:11])[C:3]=1N.[N:15]1C=CC=CC=1.[C:21]([O:24][CH2:25][C:26](Cl)=[O:27])(=[O:23])[CH3:22]>C(OCC)C>[Cl:1][C:2]1[N:7]=[C:6]([NH2:15])[N:5]=[C:4]([NH:8][CH2:9][C:10]([CH3:11])([CH3:12])[CH3:13])[C:3]=1[C:26](=[O:27])[CH2:25][O:24][C:21](=[O:23])[CH3:22]. Reported procedure: A solution of 6-chloro-5-amino-4-(neopentylamino)pyrimidine (1 mmol) in diethyl ether was treated with pyridine (3 mmol), and acetoxyacetyl chloride (1.2 mmol) at 25° C. for 12 h. Extraction and chromatography afforded 6-chloro-5-acetoxyacetyl-amino-4-neopentylaminopyrimidine as a yellow solid. TLC: Rf=0.18, 30% EtOAc-hexane.